Dataset: the Open Reaction Database (ORD), a public repository of structured organic reaction records. Task: describe an organic reaction: reactants, conditions, products, and yield The reactants are ClCCC(CCC)O (1-chloro-3-hexanol), ClC1=CC=CC=C1 (chlorobenzene), C1(=CC=CC=C1)C(C1=CC=CC=C1)(C1=CC=CC=C1)Br (triphenylmethyl bromide), N1=C(C=CC=C1C)C (2,6-lutidine). Solvent: O (water). Product: ClCCC(CCC)OC(C1=CC=CC=C1)(C1=CC=CC=C1)C1=CC=CC=C1 (1-chloro-3-triphenylmethoxy hexane). As a reaction SMILES: [Cl:1][CH2:2][CH2:3][CH:4]([OH:8])[CH2:5][CH2:6][CH3:7].[C:9]1([C:15](Br)([C:22]2[CH:27]=[CH:26][CH:25]=[CH:24][CH:23]=2)[C:16]2[CH:21]=[CH:20][CH:19]=[CH:18][CH:17]=2)[CH:14]=[CH:13][CH:12]=[CH:11][CH:10]=1.N1C(C)=CC=CC=1C.ClC1C=CC=CC=1>O>[Cl:1][CH2:2][CH2:3][CH:4]([O:8][C:15]([C:9]1[CH:14]=[CH:13][CH:12]=[CH:11][CH:10]=1)([C:22]1[CH:23]=[CH:24][CH:25]=[CH:26][CH:27]=1)[C:16]1[CH:17]=[CH:18][CH:19]=[CH:20][CH:21]=1)[CH2:5][CH2:6][CH3:7]. Procedure: A stirred solution of 27.3 g. (0.20 moles) of 1-chloro-3-hexanol, 77.6 g. (0.24 moles) of triphenylmethyl bromide, 30,0 g. (0.28 moles of 2,6-lutidine, and 200 ml. of chlorobenzene is heated at 95° C. for 1 hour. The cooled mixture is treated with water, and the organic phase is washed successively with water and saturated sodium chloride solution. The solution is dried over magnesium sulfate and concentrated. Column chromatography of the residue on Florisil affords the subject compound as an oi... The reactants are O=C([O-])[O-], CC(=O)CC(C)C, CBr, [K+], [K+], O=[N+]([O-])c1ccc(O)c([N+](=O)[O-])c1. Product: COc1ccc([N+](=O)[O-])cc1[N+](=O)[O-]. Reaction SMILES: [C:14](=[O:15])([O-:16])[O-:17].[CH2:22]([C:23]([CH3:24])=[O:25])[CH:26]([CH3:27])[CH3:28].[CH3:20][Br:21].[K+:18].[K+:19].[OH:1][c:2]1[cH:3][cH:4][c:5]([N+:11]([O-:12])=[O:13])[cH:6][c:7]1[N+:8]([O-:9])=[O:10]>>[O:1]([c:2]1[cH:3][cH:4][c:5]([N+:11]([O-:12])=[O:13])[cH:6][c:7]1[N+:8]([O-:9])=[O:10])[CH3:14]. The reactants are CC=1C(NC(=NN1)SC)=O (6-methyl-3-(methylthio)-1,2,4-triazin-5(4H)-one), C(=O)([O-])[O-].[K+].[K+] (K2CO3), C(#N)C1=C(CBr)C=CC=C1 (2-cyanobenzylbromide). Run in CN(C)C=O (DMF), O (water). Reaction conditions: temperature 0 celsius. Yields the product CC=1C(N(C(=NN1)SC)CC1=C(C#N)C=CC=C1)=O (2-((6-methyl-3-(methylthio)-5-oxo-1,2,4-triazin-4(5H)-yl)methyl)benzonitrile). As a reaction SMILES: [CH3:1][C:2]1[C:3](=[O:10])[NH:4][C:5]([S:8][CH3:9])=[N:6][N:7]=1.C([O-])([O-])=O.[K+].[K+].[C:17]([C:19]1[CH:26]=[CH:25][CH:24]=[CH:23][C:20]=1[CH2:21]Br)#[N:18]>CN(C=O)C.O>[CH3:1][C:2]1[C:3](=[O:10])[N:4]([CH2:21][C:20]2[CH:23]=[CH:24][CH:25]=[CH:26][C:19]=2[C:17]#[N:18])[C:5]([S:8][CH3:9])=[N:6][N:7]=1 |f:1.2.3|. Procedure details: To a solution of 6-methyl-3-(methylthio)-1,2,4-triazin-5(4H)-one (5, 1.546 g, 9.85 mmol) in dry DMF (10 mL) at 0° C. was added K2CO3 (1.36 g, 9.85 mmol) and 2-cyanobenzylbromide (2.316 g, 11.82 mmol). The mixture was heated at 0° C. for 16 h. The mixture was diluted with water, and extracted with EtOAc (50 mL×3). The combined extracts were washed with brine, dried over MgSO4, and concentrated. This was purified by column chromatography on silica gel, and eluted with 20% to 50% ethyl acetate in p... The reactants are Cl.N1CC(CCC1)C(CC)(CC)O (3-piperidin-3-ylpentan-3-ol hydrochloride), CN(C)C(=[N+](C)C)ON1C2=C(C=CC=C2)N=N1.[B-](F)(F)(F)F (TBTU), C(C)N(C(C)C)C(C)C (N-ethyl-N-isopropylpropan-2-amine), CC1=CC=C(C=C1)C1=NOC=C1C(=O)O (3-(4-methylphenyl)isoxazole-4-carboxylic acid). Solvent: CN(C)C=O (DMF). Conditions: time 2 hour. The product is CC1=CC=C(C=C1)C1=NOC=C1C(=O)N1CC(CCC1)C(CC)(CC)O (3-(1-{[3-(4-methylphenyl)isoxazol-4-yl]carbonyl}piperidin-3-yl)pentan-3-ol). Isolated yield 57.5%. Reaction SMILES: Cl.[NH:2]1[CH2:7][CH2:6][CH2:5][CH:4]([C:8]([OH:13])([CH2:11][CH3:12])[CH2:9][CH3:10])[CH2:3]1.CN(C(ON1N=NC2C=CC=CC1=2)=[N+](C)C)C.[B-](F)(F)(F)F.C(N(C(C)C)C(C)C)C.[CH3:45][C:46]1[CH:51]=[CH:50][C:49]([C:52]2[C:56]([C:57](O)=[O:58])=[CH:55][O:54][N:53]=2)=[CH:48][CH:47]=1>CN(C=O)C>[CH3:45][C:46]1[CH:47]=[CH:48][C:49]([C:52]2[C:56]([C:57]([N:2]3[CH2:7][CH2:6][CH2:5][CH:4]([C:8]([OH:13])([CH2:11][CH3:12])[CH2:9][CH3:10])[CH2:3]3)=[O:58])=[CH:55][O:54][N:53]=2)=[CH:50][CH:51]=1 |f:0.1,2.3|. Procedure: A solution of 3-piperidin-3-ylpentan-3-ol hydrochloride (8 mg, 0.039 mmol), TBTU (15 mg, 0.047 mmol, 1.2 equ.) and N-ethyl-N-isopropylpropan-2-amine (14 μL, 0.079 mmol, 2 equ.) in DMF (0.3 mL) was added to 3-(4-methylphenyl)isoxazole-4-carboxylic acid (8 mg, 0.039 mmol) and the reaction mixture was stirred at rt for 2 h. The solvent was evaporated and the crude product was purified by RP-HPLC. After evaporation of the solvents the product was dried in vacuum to yield the title compound (8 mg). M... The reactants are Intermediate 1, N1(CCCCC1)CCCN1CCNCC1 (1-(3-piperidin-1-ylpropyl)piperazine), O1C(C1)COS(=O)(=O)C1=CC(=CC=C1)[N+](=O)[O-] ((±)-3-nitro-benzenesulfonic acid oxiranylmethyl ester). Yields the product O1C(C1)CN1CCN(CC1)CCCN1CCCCC1 ((±)-1-(Oxiran-2-ylmethyl)-4-(3-piperidin-1-ylpropyl)piperazine). Yield: 64.0%. RXN SMILES: [N:1]1([CH2:7][CH2:8][CH2:9][N:10]2[CH2:15][CH2:14][NH:13][CH2:12][CH2:11]2)[CH2:6][CH2:5][CH2:4][CH2:3][CH2:2]1.[O:16]1[CH2:18][CH:17]1[CH2:19]OS(C1C=CC=C([N+]([O-])=O)C=1)(=O)=O>>[O:16]1[CH2:18][CH:17]1[CH2:19][N:13]1[CH2:12][CH2:11][N:10]([CH2:9][CH2:8][CH2:7][N:1]2[CH2:2][CH2:3][CH2:4][CH2:5][CH2:6]2)[CH2:15][CH2:14]1. Procedure: The same method as employed in the preparation of Intermediate 1 but starting from 1-(3-piperidin-1-ylpropyl)piperazine and (±)-3-nitro-benzenesulfonic acid oxiranylmethyl ester gives after flash chromatography the title compound as an orange oil in a 64% yield. Reactants: NC1[C@@H]2N(C(=C(CS2)Br)C(=O)OC(C2=CC=CC=C2)C2=CC=CC=C2)C1=O (Diphenylmethyl 7-amino-3-bromo-3-cephem-4-carboxylate), O(C1=CC=CC=C1)CC(=O)Cl (phenoxyacetyl chloride). Solvent: N1=CC=CC=C1 (pyridine). Product: O(C1=CC=CC=C1)CC(=O)NC1[C@@H]2N(C(=C(CS2)Br)C(=O)OC(C2=CC=CC=C2)C2=CC=CC=C2)C1=O (diphenylmethyl 7-phenoxyacetamido-3-bromo-3-cephem-4-carboxylate). RXN SMILES: [NH2:1][CH:2]1[C:26](=[O:27])[N:4]2[C:5]([C:10]([O:12][CH:13]([C:20]3[CH:25]=[CH:24][CH:23]=[CH:22][CH:21]=3)[C:14]3[CH:19]=[CH:18][CH:17]=[CH:16][CH:15]=3)=[O:11])=[C:6]([Br:9])[CH2:7][S:8][C@H:3]12.[O:28]([CH2:35][C:36](Cl)=[O:37])[C:29]1[CH:34]=[CH:33][CH:32]=[CH:31][CH:30]=1>N1C=CC=CC=1>[O:28]([CH2:35][C:36]([NH:1][CH:2]1[C:26](=[O:27])[N:4]2[C:5]([C:10]([O:12][CH:13]([C:20]3[CH:21]=[CH:22][CH:23]=[CH:24][CH:25]=3)[C:14]3[CH:19]=[CH:18][CH:17]=[CH:16][CH:15]=3)=[O:11])=[C:6]([Br:9])[CH2:7][S:8][C@H:3]12)=[O:37])[C:29]1[CH:34]=[CH:33][CH:32]=[CH:31][CH:30]=1. Procedure: Diphenylmethyl 7-amino-3-bromo-3-cephem-4-carboxylate is reacted with phenoxyacetyl chloride in the presence of pyridine to provide diphenylmethyl 7-phenoxyacetamido-3-bromo-3-cephem-4-carboxylate. Reactants: amine, C(C1=CC=CC=C1)(=O)N[C@@H](CCC(=O)O)C(=O)O (N-benzoyl-(S)-glutamic acid), C1=CC=CC=C1 (benzene). The product is [C@H]1(CCCC2=CC=CC=C12)N ((R)-(-)- 1,2,3,4-Tetrahydro-1-naphthylamine). Reaction SMILES: [C:1]([NH:9][C@H](C(O)=O)CCC(O)=O)(=O)[C:2]1[CH:7]=[CH:6][CH:5]=[CH:4][CH:3]=1.[CH:19]1[CH:24]=CC=C[CH:20]=1>>[C@H:1]1([NH2:9])[C:2]2[C:3](=[CH:4][CH:5]=[CH:6][CH:7]=2)[CH2:24][CH2:19][CH2:20]1. Procedure: The (R) amine is made in the same way as described in Example 8, but from the salt from N-benzoyl-(S)-glutamic acid. It has [α]D25 -54.0° (c 5.1, benzene). Starting materials: Cl.Cl.FC1=CC=C(C=C1)C(=CCN1CCN(CC1)CC1=CC=CC=C1)C1=CC=C(C=C1)F (1-[3,3-bis(4-fluorophenyl)-2-propenyl]-4-(phenylmethyl)piperazine dihydrochloride), C (charcoal). Reagents/catalysts: [Pd] (Pd). Run in CO (methanol), O (water). Product: FC1=CC=C(C=C1)C(CCN1CCNCC1)C1=CC=C(C=C1)F (1-[3,3-bis(4-fluorophenyl)propyl]piperazine). The yield is 99.8%. Reaction SMILES: Cl.Cl.[F:3][C:4]1[CH:9]=[CH:8][C:7]([C:10]([C:26]2[CH:31]=[CH:30][C:29]([F:32])=[CH:28][CH:27]=2)=[CH:11][CH2:12][N:13]2[CH2:18][CH2:17][N:16](CC3C=CC=CC=3)[CH2:15][CH2:14]2)=[CH:6][CH:5]=1.C>CO.O.[Pd]>[F:32][C:29]1[CH:28]=[CH:27][C:26]([CH:10]([C:7]2[CH:6]=[CH:5][C:4]([F:3])=[CH:9][CH:8]=2)[CH2:11][CH2:12][N:13]2[CH2:14][CH2:15][NH:16][CH2:17][CH2:18]2)=[CH:31][CH:30]=1 |f:0.1.2|. Procedure: A mixture of 32,5 g of 1-[3,3-bis(4-fluorophenyl)-2-propenyl]-4-(phenylmethyl)piperazine dihydrochloride and 3,3 g of 5% Pd at activated charcoal in 150 ml of methanol and 100 ml of water was hydrogenated under 60 psi. The catalyst was filtered off and after evaporation of the solvent basification with sodium hydroxide was achieved. The base was extracted with ethyl acetate and the organic phase was washed, dried and evaporated to yield 21,5 g (90,7%) of crude 1-[3,3-bis(4-fluorophenyl)propyl]pi...